This data is from the Open Reaction Database (ORD), a public repository of structured organic reaction records. The task is: describe an organic reaction: reactants, conditions, products, and yield Starting materials: CN1C(C(=CC(=C1)B1OC(C(O1)(C)C)(C)C)NC=1SC=2CN(CCC2N1)C)=O (1-Methyl-3-(5-methyl-4,5,6,7-tetrahydrothiazolo[5,4-c]pyridin-2-ylamino)-5-(4,4,5,5-tetramethyl-1,3,2-dioxaborolan-2-yl)pyridin-2(1H)-one), ClC1=CC=NC(=C1C=O)N1C(C=2N(C=3CCCCC3C2F)CC1)=O (4-Chloro-2-(10-fluoro-1-oxo-3,4,6,7,8,9-hexahydropyrazino[1,2-a]indol-2(1H)-yl)nicotinaldehyde), [O-]P(=O)([O-])[O-].[K+].[K+].[K+] (K3PO4), C(C)(=O)[O-].[Na+] (sodium acetate). The reagents and catalysts are C1=CC=C(C=C1)P([C-]2C=CC=C2)C3=CC=CC=C3.C1=CC=C(C=C1)P([C-]2C=CC=C2)C3=CC=CC=C3.Cl[Pd]Cl.[Fe+2] (1,1′-bis(diphenylphosphino)ferrocenedichloropalladium(II)). Solvent: C(C)#N.O (acetonitrile water). Run at temperature 100 celsius. Yields the product FC1=C2N(C=3CCCCC13)CCN(C2=O)C2=C(C=O)C(=CC=N2)C2=CN(C(C(=C2)NC=2SC=1CN(CCC1N2)C)=O)C (2-(10-Fluoro-1-oxo-3,4,6,7,8,9-hexahydropyrazino[1,2-a]indol-2(1H)-yl)-4-(1-methyl-5-(5-methyl-4,5,6,7-tetrahydrothiazolo[5,4-c]pyridin-2-ylamino)-6-oxo-1,6-dihydropyridin-3-yl)nicotinaldehyde). Reaction SMILES: [CH3:1][N:2]1[CH:7]=[C:6](B2OC(C)(C)C(C)(C)O2)[CH:5]=[C:4]([NH:17][C:18]2[S:19][C:20]3[CH2:21][N:22]([CH3:27])[CH2:23][CH2:24][C:25]=3[N:26]=2)[C:3]1=[O:28].Cl[C:30]1[C:35]([CH:36]=[O:37])=[C:34]([N:38]2[CH2:51][CH2:50][N:41]3[C:42]4[CH2:43][CH2:44][CH2:45][CH2:46][C:47]=4[C:48]([F:49])=[C:40]3[C:39]2=[O:52])[N:33]=[CH:32][CH:31]=1.[O-]P([O-])([O-])=O.[K+].[K+].[K+].C([O-])(=O)C.[Na+]>C1C=CC(P(C2C=CC=CC=2)[C-]2C=CC=C2)=CC=1.C1C=CC(P(C2C=CC=CC=2)[C-]2C=CC=C2)=CC=1.Cl[Pd]Cl.[Fe+2].C(#N)C.O>[F:49][C:48]1[C:47]2[CH2:46][CH2:45][CH2:44][CH2:43][C:42]=2[N:41]2[CH2:50][CH2:51][N:38]([C:34]3[N:33]=[CH:32][CH:31]=[C:30]([C:6]4[CH:5]=[C:4]([NH:17][C:18]5[S:19][C:20]6[CH2:21][N:22]([CH3:27])[CH2:23][CH2:24][C:25]=6[N:26]=5)[C:3](=[O:28])[N:2]([CH3:1])[CH:7]=4)[C:35]=3[CH:36]=[O:37])[C:39](=[O:52])[C:40]=12 |f:2.3.4.5,6.7,8.9.10.11,12.13|. Reported procedure: A 50-mL round-bottomed flush equipped with a reflux condenser was charged with 1-methyl-3-(5-methyl-4,5,6,7-tetrahydrothiazolo[5,4-c]pyridin-2-ylamino)-5-(4,4,5,5-tetra-methyl-1,3,2-dioxaborolan-2-yl)pyridin-2(1H)-one 216a (200 mg, 0.50 mmol), 4-chloro-2-(10-fluoro-1-oxo-3,4,6,7,8,9-hexahydropyrazino[1,2-a]indol-2(1H)-yl)nicotinaldehyde 134c (174 mg, 0.50 mmol), K3PO4 (212 mg, 1.0 mmol), sodium acetate (82 mg, 1.0 mmol), 1,1′-bis(diphenylphosphino)ferrocenedichloropalladium(II) (21 mg, 0.025 mmo... Starting materials: CC(C)(C)OC(=O)N1CCC2(CCOC2)CC1, CO. Yields the product C1CC2(CCN1)CCOC2. As a reaction SMILES: [CH2:1]1[O:2][CH2:3][CH2:4][C:5]12[CH2:6][CH2:7][N:8]([C:11]([O:12][C:13]([CH3:14])([CH3:15])[CH3:16])=[O:17])[CH2:9][CH2:10]2.[CH3:18][OH:19]>>[CH2:1]1[O:2][CH2:3][CH2:4][C:5]12[CH2:6][CH2:7][NH:8][CH2:9][CH2:10]2. The reactants are N1CC(C1)OC=1C=C(C(=O)N)C=CC1 (3-(3-azetidinyloxy)benzamide), CN=C=O (methylisocyanate). Solvent: C1=CC=CC=C1 (benzene). Reaction conditions: time 1 hour. Product: CNC(=O)N1CC(C1)OC1=CC(=CC=C1)C(=O)N (N-Methyl 3-(3-aminocarbonylphenoxy)-1-azetidinecarboxamide). RXN SMILES: [NH:1]1[CH2:4][CH:3]([O:5][C:6]2[CH:7]=[C:8]([CH:12]=[CH:13][CH:14]=2)[C:9]([NH2:11])=[O:10])[CH2:2]1.[CH3:15][N:16]=[C:17]=[O:18]>C1C=CC=CC=1>[CH3:15][NH:16][C:17]([N:1]1[CH2:4][CH:3]([O:5][C:6]2[CH:14]=[CH:13][CH:12]=[C:8]([C:9]([NH2:11])=[O:10])[CH:7]=2)[CH2:2]1)=[O:18]. Procedure: To a stirring solution of 7.0 g. (0.036 mole) of 3-(3-azetidinyloxy)benzamide in 75 ml. of dry benzene was slowly added 2.0 g. (0.036 mole) of methylisocyanate. Stirring was continued at room temperature for one hour. The solid which separated was filtered and recrystallized from 60% ethanol. The product weighed 6.0 g. (67%) and melted at 238°-240° C. The reactants are BrC1=CC2=C(N(C3=C(N(C2=O)C)C=CC(=N3)F)CC)N=C1 (8-Bromo-2-fluoro-5,11-dihydro-11-ethyl-5-methyl-6H-dipyrido[3,2-b:2',3'-e][1,4]diazepin-6-one), C(=C)C1=CC=NC=C1 (4-vinylpyridine), CCN(C(C)C)C(C)C ((i-Pr)2NEt). The reagents and catalysts are Cl[Pd]([P](C1=CC=CC=C1)(C2=CC=CC=C2)C3=CC=CC=C3)([P](C4=CC=CC=C4)(C5=CC=CC=C5)C6=CC=CC=C6)Cl (bis(triphenylphosphine)palladium(II) chloride). The product is C(C)N1C2=C(N(C(C3=C1N=CC(=C3)CCC3=CC=NC=C3)=O)C)C=CC(=N2)F (5,11-Dihydro-11-ethyl-2-fluoro-8-[2-(pyrid-4-yl)ethyl]-5-methyl-6H-dipyrido[3,2-b:2',3'-e][1,4]diazepin-6-one). RXN SMILES: Br[C:2]1[CH:21]=[N:20][C:5]2[N:6]([CH2:18][CH3:19])[C:7]3[N:16]=[C:15]([F:17])[CH:14]=[CH:13][C:8]=3[N:9]([CH3:12])[C:10](=[O:11])[C:4]=2[CH:3]=1.[CH:22]([C:24]1[CH:29]=[CH:28][N:27]=[CH:26][CH:25]=1)=[CH2:23].CCN(C(C)C)C(C)C>Cl[Pd](Cl)([P](C1C=CC=CC=1)(C1C=CC=CC=1)C1C=CC=CC=1)[P](C1C=CC=CC=1)(C1C=CC=CC=1)C1C=CC=CC=1>[CH2:18]([N:6]1[C:5]2[N:20]=[CH:21][C:2]([CH2:23][CH2:22][C:24]3[CH:29]=[CH:28][N:27]=[CH:26][CH:25]=3)=[CH:3][C:4]=2[C:10](=[O:11])[N:9]([CH3:12])[C:8]2[CH:13]=[CH:14][C:15]([F:17])=[N:16][C:7]1=2)[CH3:19] |^1:41,60|. Reported procedure: 8-Bromo-2-fluoro-5,11-dihydro-11-ethyl-5-methyl-6H-dipyrido[3,2-b:2',3'-e][1,4]diazepin-6-one (70 mg, 0.2 mmol) was coupled with 4-vinylpyridine in the presence of bis(triphenylphosphine)palladium(II) chloride and (i-Pr)2NEt as described in example 1h. The product was hydrogenated as described in example 3b. Purification by flash chromatography (elution with methanol-dichloromethane) and recrystallization (diethyl ether-petroleum ether) afforded 26 mg of the title compound as white crystals, m.p... The reactants are CC(=O)O[BH-](OC(C)=O)OC(C)=O, C=O, CC(Cl)Cl, Cl, Cl, Nc1ncnc2c1c(I)nn2C1CCNCC1, [Na+], [Na+], [OH-]. Yields the product CN1CCC(n2nc(I)c3c(N)ncnc32)CC1. RXN SMILES: [C:20]([O:21][BH-:22]([O:23][C:24](=[O:25])[CH3:26])[O:27][C:28](=[O:29])[CH3:30])(=[O:31])[CH3:32].[CH2:34]=[O:35].[Cl:38][CH:39]([Cl:40])[CH3:41].[ClH:1].[ClH:2].[I:3][c:4]1[n:5][n:6]([CH:14]2[CH2:15][CH2:16][NH:17][CH2:18][CH2:19]2)[c:7]2[n:8][cH:9][n:10][c:11]([NH2:13])[c:12]12.[Na+:33].[Na+:37].[OH-:36]>>[I:3][c:4]1[n:5][n:6]([CH:14]2[CH2:15][CH2:16][N:17]([CH3:20])[CH2:18][CH2:19]2)[c:7]2[n:8][cH:9][n:10][c:11]([NH2:13])[c:12]12. Starting materials: C(=O)C1=C(NC(=C1)C=1SC=CC1)C=1SC=CC1 (3-formyl-2,5-dithienylpyrrole), lithio methyl methanesulfonate, O1CCCC1 (tetrahydrofuran), C(CCC)[Li] (n-butyllithium), CS(=O)(=O)OC (methyl methanesulfonate), O1CCCC1 (tetrahydrofuran). Reaction conditions: temperature -78 celsius, time 45 minute. The product is lithio, CS(=O)(=O)OC (methyl methanesulfonate), OCC(S(=O)(=O)C)C1=C(NC(=C1)C=1SC=CC1)C=1SC=CC1 (3-(2'-Hydroxy-1'-Methylsulfonylethyl)2,5-Dithienylpyrrole). Isolated yield 43.0%. Reaction SMILES: C([Li])CCC.[CH3:6][S:7]([O:10][CH3:11])(=[O:9])=[O:8].[CH:12]([C:14]1[CH:18]=[C:17]([C:19]2[S:20][CH:21]=[CH:22][CH:23]=2)[NH:16][C:15]=1[C:24]1[S:25][CH:26]=[CH:27][CH:28]=1)=O.[O:29]1CCC[CH2:30]1>>[CH3:6][S:7]([O:10][CH3:11])(=[O:9])=[O:8].[OH:29][CH2:30][CH:12]([C:14]1[CH:18]=[C:17]([C:19]2[S:20][CH:21]=[CH:22][CH:23]=2)[NH:16][C:15]=1[C:24]1[S:25][CH:26]=[CH:27][CH:28]=1)[S:7]([CH3:6])(=[O:9])=[O:10]. Procedure details: The lithio derivative of methyl methanesulfonate was prepared at -78° C. under argon by the dropwise addition of 0.56 mL of a 1.60M n-butyllithium (0.891 mmol) to a solution of 72 μL (0.85 mmol) of methyl methanesulfonate in 2 mL of anhydrous tetrahydrofuran. After 45 minutes at -78° C., 3-formyl-2,5-dithienylpyrrole (105 mg, 0.41 mmol) in 1 mL of tetrahydrofuran was added dropwise over a 5 minute period to the lithio methyl methanesulfonate solution. The reaction mixture was allowed to stir for... The reactants are Br[C@@H]1COC2=CC=C(C=C2[C@H]1O)Br (racemic-trans-3,6-dibromochroman-4-ol), [OH-].[NH4+] (ammonium hydroxide). Solvent: C(C)(C)O (isopropyl alcohol). Reaction conditions: temperature 2.5 celsius, time 15 hour. Yields the product N[C@H]1[C@@H](COC2=CC=C(C=C12)Br)O (Racemic-trans-4-amino-6-bromo-chroman-3-ol). Yield: 89.2%. Reaction SMILES: Br[C@H:2]1[C@H:11](O)[C:10]2[C:5](=[CH:6][CH:7]=[C:8]([Br:13])[CH:9]=2)[O:4][CH2:3]1.[OH-:14].[NH4+:15]>C(O)(C)C>[NH2:15][C@@H:11]1[C:10]2[C:5](=[CH:6][CH:7]=[C:8]([Br:13])[CH:9]=2)[O:4][CH2:3][C@H:2]1[OH:14] |f:1.2|. Procedure details: To a solution of racemic-trans-3,6-dibromochroman-4-ol (30.0 g, 97.4 mmol) in isopropyl alcohol (300 mL) at ambient temperature (500 mL), add ammonium hydroxide (28-30% aq., 150 mL, 2.2 mol). Stir slowly for 15 hr. Filter the reaction mixture and dilute the filtrate with water (200 mL). Concentrate the resulting solution under reduced pressure to one half of its original weight. Add water (100 mL), stir the mixture at ambient temperature for 10 min., then cool to 0-5° C. and stir for an addition... Reactants: O=CO, CC(C)N(C(=O)NCCCl)C1OC(CO)C(O)C(O)C1O, O=N[O-], [Na+]. The product is CC(C)N(C(=O)N(CCCl)N=O)C1OC(CO)C(O)C(O)C1O. Reaction SMILES: [CH:26]([OH:27])=[O:28].[Cl:1][CH2:2][CH2:3][NH:4][C:5](=[O:6])[N:7]([CH:8]1[CH:9]([OH:10])[CH:11]([OH:12])[CH:13]([OH:14])[CH:15]([CH2:17][OH:18])[O:16]1)[CH:19]([CH3:20])[CH3:21].[N:22](=[O:23])[O-:24].[Na+:25]>>[Cl:1][CH2:2][CH2:3][N:4]([C:5](=[O:6])[N:7]([CH:8]1[CH:9]([OH:10])[CH:11]([OH:12])[CH:13]([OH:14])[CH:15]([CH2:17][OH:18])[O:16]1)[CH:19]([CH3:20])[CH3:21])[N:22]=[O:23]. The reactants are CCN(C(C)C)C(C)C, Fc1ccccc1N1CCNCC1, CC(C)Cc1cc(CCC=O)n(-c2ccccc2)n1. The product is CC(C)Cc1cc(CCCN2CCN(c3ccccc3F)CC2)n(-c2ccccc2)n1. RXN SMILES: [CH:33]([N:34]([CH2:35][CH3:36])[CH:37]([CH3:38])[CH3:39])([CH3:40])[CH3:41].[F:20][c:21]1[c:22]([N:27]2[CH2:28][CH2:29][NH:30][CH2:31][CH2:32]2)[cH:23][cH:24][cH:25][cH:26]1.[c:1]1(-[n:7]2[n:8][c:9]([CH2:16][CH:17]([CH3:18])[CH3:19])[cH:10][c:11]2[CH2:12][CH2:13][CH:14]=[O:15])[cH:2][cH:3][cH:4][cH:5][cH:6]1>>[c:1]1(-[n:7]2[n:8][c:9]([CH2:16][CH:17]([CH3:18])[CH3:19])[cH:10][c:11]2[CH2:12][CH2:13][CH2:14][N:30]2[CH2:29][CH2:28][N:27]([c:22]3[c:21]([F:20])[cH:26][cH:25][cH:24][cH:23]3)[CH2:32][CH2:31]2)[cH:2][cH:3][cH:4][cH:5][cH:6]1. Starting materials: C=CCON, O=C(O)c1cc2ncn(Cc3cccc(F)c3F)c2cn1. Product: C=CCONC(=O)c1cc2ncn(Cc3cccc(F)c3F)c2cn1. RXN SMILES: [CH2:22]([CH:23]=[CH2:24])[O:25][NH2:26].[F:1][c:2]1[c:3]([CH2:4][n:5]2[cH:6][n:7][c:8]3[c:9]2[cH:10][n:11][c:12]([C:14](=[O:15])[OH:16])[cH:13]3)[cH:17][cH:18][cH:19][c:20]1[F:21]>>[F:1][c:2]1[c:3]([CH2:4][n:5]2[cH:6][n:7][c:8]3[c:9]2[cH:10][n:11][c:12]([C:14](=[O:16])[NH:26][O:25][CH2:22][CH:23]=[CH2:24])[cH:13]3)[cH:17][cH:18][cH:19][c:20]1[F:21].